From a dataset of the Open Reaction Database (ORD), a public repository of structured organic reaction records. describe an organic reaction: reactants, conditions, products, and yield The reactants are CCO, O=CNc1nc(CSc2ccc([N+](=O)[O-])cc2)cs1, [Cl-], [Fe], [NH4+], C1CCOC1, O. The product is Nc1ccc(SCc2csc(NC=O)n2)cc1. As a reaction SMILES: [CH3:22][CH2:23][OH:24].[CH:1](=[O:2])[NH:3][c:4]1[s:5][cH:6][c:7]([CH2:9][S:10][c:11]2[cH:12][cH:13][c:14]([N+:17]([O-:18])=[O:19])[cH:15][cH:16]2)[n:8]1.[Cl-:20].[Fe:31].[NH4+:21].[O:26]1[CH2:27][CH2:28][CH2:29][CH2:30]1.[OH2:25]>>[CH:1](=[O:2])[NH:3][c:4]1[s:5][cH:6][c:7]([CH2:9][S:10][c:11]2[cH:12][cH:13][c:14]([NH2:17])[cH:15][cH:16]2)[n:8]1.